This data is from the Open Reaction Database (ORD), a public repository of structured organic reaction records. The task is: describe an organic reaction: reactants, conditions, products, and yield Reactants: [Al+3], CS(=O)(=O)Nc1ccccc1, [Cl-], [Cl-], [Cl-], O=C1CCC(=O)O1, S=C=S. The product is CS(=O)(=O)Nc1ccc(C(=O)CCC(=O)O)cc1. Reaction SMILES: [Al+3:2].[CH3:5][S:6](=[O:7])(=[O:8])[NH:9][c:10]1[cH:11][cH:12][cH:13][cH:14][cH:15]1.[Cl-:1].[Cl-:3].[Cl-:4].[O:16]=[C:17]1[CH2:18][CH2:19][C:20](=[O:21])[O:22]1.[S:23]=[C:24]=[S:25]>>[CH3:5][S:6](=[O:7])(=[O:8])[NH:9][c:10]1[cH:11][cH:12][c:13]([C:20]([CH2:19][CH2:18][C:17](=[O:16])[OH:22])=[O:21])[cH:14][cH:15]1. Starting materials: CN(C)c1ccccc1, CC(=O)Cl, Cc1ccccc1, COC(=O)c1ccc(C(=O)OC)c(NCc2ccc(Cl)cc2Cl)c1, Cl. Product: COC(=O)c1ccc(C(=O)OC)c(N(Cc2ccc(Cl)cc2Cl)C(C)=O)c1. As a reaction SMILES: [CH3:25][N:26]([c:27]1[cH:28][cH:29][cH:30][cH:31][cH:32]1)[CH3:33].[CH3:34][C:35]([Cl:36])=[O:37].[CH3:39][c:40]1[cH:41][cH:42][cH:43][cH:44][cH:45]1.[Cl:1][c:2]1[c:3]([CH2:4][NH:5][c:6]2[c:7]([C:8](=[O:9])[O:10][CH3:11])[cH:12][cH:13][c:14]([C:16](=[O:17])[O:18][CH3:19])[cH:15]2)[cH:20][cH:21][c:22]([Cl:24])[cH:23]1.[ClH:38]>>[Cl:1][c:2]1[c:3]([CH2:4][N:5]([c:6]2[c:7]([C:8](=[O:9])[O:10][CH3:11])[cH:12][cH:13][c:14]([C:16](=[O:17])[O:18][CH3:19])[cH:15]2)[C:35]([CH3:34])=[O:37])[cH:20][cH:21][c:22]([Cl:24])[cH:23]1. The reactants are C1(CC1)C1=NC(=C(C(=N1)N1CCCCCC1)C)N1CC(C1)C (1-[2-cyclopropyl-5-methyl-6-(3-methylazetidin-1-yl)pyrimidin-4-yl]azepane), N1(CCC1)C1=CC(=NC(=N1)C1CC1)N1CCCCCC1 (1-(6-azetidin-1-yl-2-cyclopropylpyrimidin-4-yl)azepane), C1(CC1)C1=NC(=C(C(=N1)N1CCCCCC1)C)N1CC(C1)F (1-[2-cyclopropyl-6-(3-fluoroazetidin-1-yl)-5-methylpyrimidin-4-yl]azepane), N1(CCCCCC1)C1=C(C(=NC(=N1)C1CC1)N1CC(C1)O)C (1-(6-azepan-1-yl-2-cyclopropyl-5-methylpyrimidin-4-yl)azetidin-3-ol), C1(CC1)C1=NC(=CC(=N1)N1CCCCCC1)N1CC(C1)C (1-[2-cyclopropyl-6-(3-methylazetidin-1-yl)pyrimidin-4-yl)azepane). The product is N1(CCC1)C1=C(C(=NC(=N1)C1CC1)N1CCCCCC1)C (1-(6-azetidin-1-yl-2-cyclopropyl-5-methylpyrimidin-4-yl)azepane). Reaction SMILES: [CH:1]1([C:4]2[N:9]=[C:8]([N:10]3[CH2:16][CH2:15][CH2:14][CH2:13][CH2:12][CH2:11]3)[C:7]([CH3:17])=[C:6]([N:18]3[CH2:21][CH:20](C)[CH2:19]3)[N:5]=2)[CH2:3][CH2:2]1.N1(C2N=C(C3CC3)N=C(N3CC(O)C3)C=2C)CCCCCC1.C1(C2N=C(N3CCCCCC3)C=C(N3CC(C)C3)N=2)CC1.N1(C2N=C(C3CC3)N=C(N3CCCCCC3)C=2)CCC1.C1(C2N=C(N3CCCCCC3)C(C)=C(N3CC(F)C3)N=2)CC1>>[N:18]1([C:6]2[N:5]=[C:4]([CH:1]3[CH2:2][CH2:3]3)[N:9]=[C:8]([N:10]3[CH2:16][CH2:15][CH2:14][CH2:13][CH2:12][CH2:11]3)[C:7]=2[CH3:17])[CH2:21][CH2:20][CH2:19]1. Reported procedure: 1-[2-cyclopropyl-5-methyl-6-(3-methylazetidin-1-yl)pyrimidin-4-yl]azepane; 1-(6-azepan-1-yl-2-cyclopropyl-5-methylpyrimidin-4-yl)azetidin-3-ol; 1-[2-cyclopropyl-6-(3-methylazetidin-1-yl)pyrimidin-4-yl)azepane; 1-(6-azetidin-1-yl-2-cyclopropylpyrimidin-4-yl)azepane and 1-[2-cyclopropyl-6-(3-fluoroazetidin-1-yl)-5-methylpyrimidin-4-yl]azepane, or pharmaceutically acceptable salts thereof.